Dataset: the Open Reaction Database (ORD), a public repository of structured organic reaction records. Task: describe an organic reaction: reactants, conditions, products, and yield The reactants are CN([C@@H]1CN(CC1)C=1C(=C(C(=C2N=C(OC21)\C=C\C2=CC=CC=C2)C#N)C)C2=CC=CC=C2)C (7-[(3S)-3-(Dimethylamino)pyrrolidin-1-yl]-5-methyl-6-phenyl-2-[(E)-2-phenylethenyl]-1,3-benzoxazole-4-carbonitrile), Cl.C(C)O (hydrochloric acid ethanol), [H][H] (hydrogen). Solvent: C(C)O (ethanol). The product is CN([C@@H]1CN(CC1)C=1C(=C(C(=C2N=C(OC21)CCC2=CC=CC=C2)C#N)C)C2=CC=CC=C2)C (7-[(3S)-3-(Dimethylamino)pyrrolidin-1-yl]-5-methyl-6-phenyl-2-(2-phenylethyl)-1,3-benzoxazole-4-carbonitrile). The yield is 16.1%. RXN SMILES: [CH3:1][N:2]([CH3:34])[C@H:3]1[CH2:7][CH2:6][N:5]([C:8]2[C:9]([C:28]3[CH:33]=[CH:32][CH:31]=[CH:30][CH:29]=3)=[C:10]([CH3:27])[C:11]([C:25]#[N:26])=[C:12]3[C:16]=2[O:15][C:14](/[CH:17]=[CH:18]/[C:19]2[CH:24]=[CH:23][CH:22]=[CH:21][CH:20]=2)=[N:13]3)[CH2:4]1.Cl.C(O)C.[H][H]>C(O)C>[CH3:34][N:2]([CH3:1])[C@H:3]1[CH2:7][CH2:6][N:5]([C:8]2[C:9]([C:28]3[CH:33]=[CH:32][CH:31]=[CH:30][CH:29]=3)=[C:10]([CH3:27])[C:11]([C:25]#[N:26])=[C:12]3[C:16]=2[O:15][C:14]([CH2:17][CH2:18][C:19]2[CH:24]=[CH:23][CH:22]=[CH:21][CH:20]=2)=[N:13]3)[CH2:4]1 |f:1.2|. Reported procedure: 7-[(3S)-3-(Dimethylamino)pyrrolidin-1-yl]-5-methyl-6-phenyl-2-[(E)-2-phenylethenyl]-1,3-benzoxazole-4-carbonitrile (I-93) (100 mg, 0.22 mmol) and 1 N hydrochloric acid/ethanol solution (223 μl, 10.22 mmol) were dissolved in ethanol (2 ml), 10% carbon-held palladium catalyst was added, followed by stirring at room temperature under atmospheric pressure of hydrogen for 3 hours. After filtration through Celite, the solvent was concentrated under reduced pressure, ethyl acetate and an aqueous satura... The reactants are C(C)(C)(C)C1=NN(C(=C1)N)CC1=CC=C(C=C1)F (3-tert-butyl-1-(4-fluorobenzyl)-1H-pyrazol-5-amine), FC1=C(C(=O)Cl)C=C(C=C1)C(F)(F)F (2-fluoro-5-(trifluoromethyl)benzoyl chloride), N1=CC=CC=C1 (pyridine). Solvent: O1CCCC1 (tetrahydrofuran). Reaction conditions: temperature 60 celsius, time 16 hour. Yields the product C(C)(C)(C)C1=NN(C(=C1)NC(C1=C(C=CC(=C1)C(F)(F)F)F)=O)CC1=CC=C(C=C1)F (N-(3-tert-butyl-1-(4-fluorobenzyl)-1H-pyrazol-5-yl)-2-fluoro-5-(trifluoromethyl)benzamide). The yield is 65.9%. As a reaction SMILES: [C:1]([C:5]1[CH:9]=[C:8]([NH2:10])[N:7]([CH2:11][C:12]2[CH:17]=[CH:16][C:15]([F:18])=[CH:14][CH:13]=2)[N:6]=1)([CH3:4])([CH3:3])[CH3:2].[F:19][C:20]1[CH:28]=[CH:27][C:26]([C:29]([F:32])([F:31])[F:30])=[CH:25][C:21]=1[C:22](Cl)=[O:23].N1C=CC=CC=1>O1CCCC1>[C:1]([C:5]1[CH:9]=[C:8]([NH:10][C:22](=[O:23])[C:21]2[CH:25]=[C:26]([C:29]([F:30])([F:31])[F:32])[CH:27]=[CH:28][C:20]=2[F:19])[N:7]([CH2:11][C:12]2[CH:13]=[CH:14][C:15]([F:18])=[CH:16][CH:17]=2)[N:6]=1)([CH3:4])([CH3:2])[CH3:3]. Procedure: To a solution of Example 30A (0.7 g, 2.6 mmol) in tetrahydrofuran (20 mL) were added 2-fluoro-5-(trifluoromethyl)benzoyl chloride (0.46 mL, 3.1 mmol, Aldrich) and pyridine (0.62 mL, 7.6 mmol). After stirring at 60° C. for 16 h, the reaction mixture was cooled and quenched with saturated NaHCO3 (20 mL). The aqueous layer was extracted with ethyl acetate (3×30 mL). The combined organic extracts were dried over anhydrous Na2SO4, filtered and concentrated under reduced pressure. The residue was puri... Reactants: O=C1C(=O)c2ccc(Br)cc2C2=C1SCC1(CCNCC1)O2, CC(C)(C)c1ccc(OCC2CO2)cc1, CS(C)=O. The product is CC(C)(C)c1ccc(OCC(O)CN2CCC3(CC2)CSC2=C(O3)c3cc(Br)ccc3C(=O)C2=O)cc1. As a reaction SMILES: [Br:1][c:2]1[cH:3][cH:4][c:5]2[c:19]([cH:20]1)[C:9]1=[C:8]([C:7](=[O:21])[C:6]2=[O:22])[S:13][CH2:12][C:11]2([O:10]1)[CH2:14][CH2:15][NH:16][CH2:17][CH2:18]2.[C:23]([CH3:24])([CH3:25])([CH3:26])[c:27]1[cH:28][cH:29][c:30]([O:31][CH2:32][CH:33]2[O:34][CH2:35]2)[cH:36][cH:37]1.[CH3:38][S:39]([CH3:40])=[O:41]>>[Br:1][c:2]1[cH:3][cH:4][c:5]2[c:19]([cH:20]1)[C:9]1=[C:8]([C:7](=[O:21])[C:6]2=[O:22])[S:13][CH2:12][C:11]2([O:10]1)[CH2:14][CH2:15][N:16]([CH2:35][CH:33]([CH2:32][O:31][c:30]1[cH:29][cH:28][c:27]([C:23]([CH3:24])([CH3:25])[CH3:26])[cH:37][cH:36]1)[OH:34])[CH2:17][CH2:18]2.